This data is from the Open Reaction Database (ORD), a public repository of structured organic reaction records. The task is: describe an organic reaction: reactants, conditions, products, and yield The reactants are NC(C(=O)OCC)CC1=NC(=CC=C1NC(=O)OC(C)(C)C)C1=CC=CC=C1 (Ethyl 2-amino-3-(3-(tert-butoxycarbonylamino)-6-phenylpyridin-2-yl)propanoate), C(C1=CC=CC=C1)OC(=O)ON1C(CCC1=O)=O (N-(benzyloxy carbonyloxy)succinimide). Solvent: CC#N (CH3CN). Reaction conditions: time 16 hour. Yields the product C(C1=CC=CC=C1)OC(=O)NC(C(=O)OCC)CC1=NC(=CC=C1NC(=O)OC(C)(C)C)C1=CC=CC=C1 (Ethyl 2-(benzyloxycarbonylamino)-3-(3-(tert-butoxycarbonylamino)-6-phenylpyridin-2-yl)propanoate). The yield is 97.5%. RXN SMILES: [NH2:1][CH:2]([CH2:8][C:9]1[C:14]([NH:15][C:16]([O:18][C:19]([CH3:22])([CH3:21])[CH3:20])=[O:17])=[CH:13][CH:12]=[C:11]([C:23]2[CH:28]=[CH:27][CH:26]=[CH:25][CH:24]=2)[N:10]=1)[C:3]([O:5][CH2:6][CH3:7])=[O:4].[CH2:29]([O:36][C:37](ON1C(=O)CCC1=O)=[O:38])[C:30]1[CH:35]=[CH:34][CH:33]=[CH:32][CH:31]=1>CC#N>[CH2:29]([O:36][C:37]([NH:1][CH:2]([CH2:8][C:9]1[C:14]([NH:15][C:16]([O:18][C:19]([CH3:22])([CH3:21])[CH3:20])=[O:17])=[CH:13][CH:12]=[C:11]([C:23]2[CH:24]=[CH:25][CH:26]=[CH:27][CH:28]=2)[N:10]=1)[C:3]([O:5][CH2:6][CH3:7])=[O:4])=[O:38])[C:30]1[CH:35]=[CH:34][CH:33]=[CH:32][CH:31]=1. Reported procedure: To a solution of 1K (1.14 g, 2.96 mmol) in CH3CN (15 mL) was added N-(benzyloxy carbonyloxy)succinimide (819 mg, 3.25 mmol). The reaction was stirred at RT for 16 h. After this time, no starting material was detected by LC-MS. The reaction was concentrated under reduced pressure. The resulting residue was purified by silica gel (110 g) column chromatography eluting with a gradient of EtOAc (0-50%) in hexane to give the title compound as an white foam (1.50 g, 97%). LC/MS (method A): retention ti... Reactants: O (Water), IC=1C=C(C(=O)O)C=CC1C (3-iodo-4-methylbenzoic acid), Cl.CN(CCCN=C=NCC)C (1-(3-dimethlaminopropyl) -3-ethylcarbodiimide hydrochloride), C1(CC1)N (cyclopropylamine). The solvent is CN(C=O)C (N,N-dimethylformamide). Yields the product C1(CC1)NC(C1=CC(=C(C=C1)C)I)=O (N-Cyclopropyl-3-iodo4-methyl-benzamide). The yield is 98.0%. RXN SMILES: [I:1][C:2]1[CH:3]=[C:4]([CH:8]=[CH:9][C:10]=1[CH3:11])[C:5]([OH:7])=O.Cl.CN(C)[CH2:15][CH2:16][CH2:17][N:18]=C=NCC.C1(N)CC1.O>CN(C)C=O>[CH:17]1([NH:18][C:5](=[O:7])[C:4]2[CH:8]=[CH:9][C:10]([CH3:11])=[C:2]([I:1])[CH:3]=2)[CH2:15][CH2:16]1 |f:1.2|. Reported procedure: A solution of 3-iodo-4-methylbenzoic acid (10.5 g, 40 mmol), 1-(3-dimethlaminopropyl) -3-ethylcarbodiimide hydrochloride (9.2 g, 48 mmol) and cyclopropylamine (2.6 g, 45.6 mmol) in N,N-dimethylformamide (70 ml) was stirred at room temperature for 4 h. Water (250 mL) was added. The solution was extracted with ethyl acetate (200mL×2), washed with saturated K2CO3 solution (200 mL) and water (200 mL). Organic layer was dried over Na2SO4 and evaporated under reduced pressure to give the desired produ... Starting materials: NC1=NC2=C(N1)C=C(C=C2)OC=2C=C(C=CC2)NC(OC(C)(C)C)=O (tert-butyl {3-[(2-amino-1H-benzimidazol-6-yl)oxy]phenyl}carbamate), C1(CC1)C(=O)Cl (cyclopropanecarbonyl chloride), CO (methanol), [OH-].[Na+] (sodium hydroxide). The reagents and catalysts are CN(C1=CC=NC=C1)C (N,N-dimethylpyridine-4-amine). Solvent: N1=CC=CC=C1 (pyridine). Run at time 16 hour. The product is C1(CC1)C(=O)NC1=NC2=C(N1)C=C(C=C2)OC=2C=C(C=CC2)NC(OC(C)(C)C)=O (tert-butyl [3-({2-[(cyclopropylcarbonyl)amino]-1H-benzimidazol-6-yl}oxy)phenyl]carbamate). The yield is 98.1%. RXN SMILES: [NH2:1][C:2]1[NH:6][C:5]2[CH:7]=[C:8]([O:11][C:12]3[CH:13]=[C:14]([NH:18][C:19](=[O:25])[O:20][C:21]([CH3:24])([CH3:23])[CH3:22])[CH:15]=[CH:16][CH:17]=3)[CH:9]=[CH:10][C:4]=2[N:3]=1.[CH:26]1([C:29](Cl)=[O:30])[CH2:28][CH2:27]1.CO.[OH-].[Na+]>N1C=CC=CC=1.CN(C)C1C=CN=CC=1>[CH:26]1([C:29]([NH:1][C:2]2[NH:6][C:5]3[CH:7]=[C:8]([O:11][C:12]4[CH:13]=[C:14]([NH:18][C:19](=[O:25])[O:20][C:21]([CH3:22])([CH3:24])[CH3:23])[CH:15]=[CH:16][CH:17]=4)[CH:9]=[CH:10][C:4]=3[N:3]=2)=[O:30])[CH2:28][CH2:27]1 |f:3.4|. Procedure: To a solution of tert-butyl {3-[(2-amino-1H-benzimidazol-6-yl)oxy]phenyl}carbamate (1.30 g, 3.82 mmol) in pyridine (50 mL) were added cyclopropanecarbonyl chloride (1 mL, 11.0 mmol) and N,N-dimethylpyridine-4-amine (21.3 mg, 174 μmol), and the mixture was stirred at room temperature for 16 hr. To the reaction mixture were added methanol (30 mL) and 8N aqueous sodium hydroxide solution (3 mL), and the mixture was stirred at the same temperature for 2.5 hr. The reaction mixture was concentrated un... Conditions: time 22 hour. Procedure: To a solution of 500 mg (2.08 mmol) rac-5-cyclohexyl-1-methyl-5-nitro-piperidin-2-one in 5 ml methanol were added 500 mg wet Raney Nickel and the mixture stirred under a hydrogen atmosphere at normal pressure and ambient temperature for 22 hours. Then the reaction mixture was filtered through a Dicalite pad, the precipitate washed with methanol and the filtrate evaporated: 452 mg title compound were obtained as colourless oil which was used without purification for the next step. The yield is 103.3%. The solvent is CO (methanol). The reactants are C1(CCCCC1)C1(CCC(N(C1)C)=O)[N+](=O)[O-] (rac-5-cyclohexyl-1-methyl-5-nitro-piperidin-2-one). Yields the product NC1(CCC(N(C1)C)=O)C1CCCCC1 (rac-5-Amino-5-cyclohexyl-1-methyl-piperidin-2-one). Reagents/catalysts: [Ni] (Raney Nickel). As a reaction SMILES: [CH:1]1([C:7]2([N+:15]([O-])=O)[CH2:12][N:11]([CH3:13])[C:10](=[O:14])[CH2:9][CH2:8]2)[CH2:6][CH2:5][CH2:4][CH2:3][CH2:2]1>CO.[Ni]>[NH2:15][C:7]1([CH:1]2[CH2:2][CH2:3][CH2:4][CH2:5][CH2:6]2)[CH2:12][N:11]([CH3:13])[C:10](=[O:14])[CH2:9][CH2:8]1. Reactants: resultant solution, C(O)([O-])=O.[Na+] (sodium hydrogen carbonate), resultant solution, BrC1=CC(=C(N(C(C2=CC=CC=C2)=O)C)C=C1)[N+](=O)[O-] (4′-bromo-N-methyl-2′-nitro-benzanilide), O1CCCC1 (tetrahydrofuran), S(=O)([O-])S(=O)[O-].[Na+].[Na+] (sodium hydrosulfite). Run in CO (methanol), O (water), C(C)(=O)OCC (ethyl acetate), O (water). The product is BrC1=CC(=C(N(C(C2=CC=CC=C2)=O)C)C=C1)N (4′-bromo-N-methyl-2′-amino-benzanilide), solids. Isolated yield 90.0%. RXN SMILES: [Br:1][C:2]1[CH:17]=[CH:16][C:5]([N:6]([CH3:15])[C:7](=[O:14])[C:8]2[CH:13]=[CH:12][CH:11]=[CH:10][CH:9]=2)=[C:4]([N+:18]([O-])=O)[CH:3]=1.O1CCCC1.S(S([O-])=O)([O-])=O.[Na+].[Na+].C(=O)([O-])O.[Na+]>O.C(OCC)(=O)C.CO>[Br:1][C:2]1[CH:17]=[CH:16][C:5]([N:6]([CH3:15])[C:7](=[O:14])[C:8]2[CH:13]=[CH:12][CH:11]=[CH:10][CH:9]=2)=[C:4]([NH2:18])[CH:3]=1 |f:2.3.4,5.6|. Procedure: Dissolving 9.5 g (28 mmol) of 4′-bromo-N-methyl-2′-nitro-benzanilide obtained in the above step (2) into 100 milliliter of tetrahydrofuran, and during agitation under the atmosphere of argon gas and at room temperature, a solution provided by mixing 25 g (0.14 mmol) of sodium hydrosulfite into 90 milliliter of water was added. Further, adding 10 milliliter of methanol, the resultant solution was stirred for 3 hours. Subsequently, adding 100 milliliter of ethyl acetate and then, a solution provid... Reactants: IC1=CC(=C(C(=O)OC)C=C1)OC(C)C (methyl 4-iodo-2-isopropoxybenzoate), FC1=CC=C(C=C1)B(O)O ((4-fluorophenyl)boronic acid), C1(CCCCC1)P(C1=C(C=CC=C1)C1=C(C=CC=C1OC)OC)C1CCCCC1 (dicyclohexyl(2′,6′-dimethoxybiphenyl-2-yl)phosphine), C([O-])([O-])=O.[Na+].[Na+] (sodium carbonate). Product: FC1=CC=C(C=C1)C1=CC(=C(C=C1)C(=O)OC)OC(C)C (Methyl 4′-fluoro-3-isopropoxybiphenyl-4-carboxylate). RXN SMILES: I[C:2]1[CH:11]=[CH:10][C:5]([C:6]([O:8][CH3:9])=[O:7])=[C:4]([O:12][CH:13]([CH3:15])[CH3:14])[CH:3]=1.[F:16][C:17]1[CH:22]=[CH:21][C:20](B(O)O)=[CH:19][CH:18]=1.C1(P(C2CCCCC2)C2C=CC=CC=2C2C(OC)=CC=CC=2OC)CCCCC1.C(=O)([O-])[O-].[Na+].[Na+]>C1C=CC(/C=C/C(/C=C/C2C=CC=CC=2)=O)=CC=1.C1C=CC(/C=C/C(/C=C/C2C=CC=CC=2)=O)=CC=1.C1C=CC(/C=C/C(/C=C/C2C=CC=CC=2)=O)=CC=1.[Pd].[Pd].C1(C)C=CC=CC=1>[F:16][C:17]1[CH:22]=[CH:21][C:20]([C:2]2[CH:11]=[CH:10][C:5]([C:6]([O:8][CH3:9])=[O:7])=[C:4]([O:12][CH:13]([CH3:15])[CH3:14])[CH:3]=2)=[CH:19][CH:18]=1 |f:3.4.5,6.7.8.9.10|. The reagents and catalysts are C=1C=CC(=CC1)/C=C/C(=O)/C=C/C2=CC=CC=C2.C=1C=CC(=CC1)/C=C/C(=O)/C=C/C2=CC=CC=C2.C=1C=CC(=CC1)/C=C/C(=O)/C=C/C2=CC=CC=C2.[Pd].[Pd] (tris(dibenzylideneacetone)dipalladium(0)). Reported procedure: A mixture of methyl 4-iodo-2-isopropoxybenzoate (7.50 g), (4-fluorophenyl)boronic acid (6.56 g), dicyclohexyl(2′,6′-dimethoxybiphenyl-2-yl)phosphine (1.44 g), a 2 M aqueous sodium carbonate solution (35.1 mL), tris(dibenzylideneacetone)dipalladium(0) (1.50 g), and toluene (50 mL) was stirred at 100° C. for 2 hours in an argon atmosphere. The reaction mixture was allowed to cool to room temperature. Then, the organic layer was separated and passed through a short silica gel (NH) column, and the s... Yield: 97.9%. The solvent is C1(=CC=CC=C1)C (toluene). Reactants: CC(=O)OC(C)=O, CCCCC(=O)OC1(C(=O)CO)CCC2C3CC(C)C4=CC(=O)CCC4(C)C3C(O)CC21C. Yields the product CCCCC(=O)OC1(C(=O)COC(C)=O)CCC2C3CC(C)C4=CC(=O)CCC4(C)C3C(O)CC21C. Reaction SMILES: [CH3:34][C:35](=[O:36])[O:37][C:38](=[O:39])[CH3:40].[OH:1][CH:2]1[CH:3]2[C:4]3([CH3:33])[CH2:5][CH2:6][C:7](=[O:32])[CH:8]=[C:9]3[CH:10]([CH3:31])[CH2:11][CH:12]2[CH:13]2[CH2:14][CH2:15][C:16]([C:17]([CH2:18][OH:19])=[O:20])([O:24][C:25]([CH2:26][CH2:27][CH2:28][CH3:29])=[O:30])[C:21]2([CH3:23])[CH2:22]1>>[OH:1][CH:2]1[CH:3]2[C:4]3([CH3:33])[CH2:5][CH2:6][C:7](=[O:32])[CH:8]=[C:9]3[CH:10]([CH3:31])[CH2:11][CH:12]2[CH:13]2[CH2:14][CH2:15][C:16]([C:17]([CH2:18][O:19][C:35]([CH3:34])=[O:36])=[O:20])([O:24][C:25]([CH2:26][CH2:27][CH2:28][CH3:29])=[O:30])[C:21]2([CH3:23])[CH2:22]1. Starting materials: COC(=O)C(Nc1ccc(F)cc1)c1ccccc1, Cl, C1COCCO1. The product is O=C(O)C(Nc1ccc(F)cc1)c1ccccc1. Reaction SMILES: [CH3:1][O:2][C:3]([CH:4]([c:5]1[cH:6][cH:7][cH:8][cH:9][cH:10]1)[NH:11][c:12]1[cH:13][cH:14][c:15]([F:18])[cH:16][cH:17]1)=[O:19].[ClH:20].[O:21]1[CH2:22][CH2:23][O:24][CH2:25][CH2:26]1>>[O:2]=[C:3]([CH:4]([c:5]1[cH:6][cH:7][cH:8][cH:9][cH:10]1)[NH:11][c:12]1[cH:13][cH:14][c:15]([F:18])[cH:16][cH:17]1)[OH:19]. Starting materials: OC1=CC(=CC=2OC([C@H]3[C@H](C21)CC(CC3)=NO)(C)C)C(CCCCCC)(C)C (trans-1-hydroxy-3-(1,1-dimethylheptyl)-6,6-dimethyl-9-hydroxyimino-6a,7,8,9,10,10a-hexahydro-6H-dibenzo[b,d]pyran), C(C)(=O)OC1=CC(=CC=2OC(C3C(C21)CC(=CC3)N(C(C)=O)C(C)=O)(C)C)C(CCCCCC)(C)C (1-acetoxy-3-(1,1-dimethylheptyl)-6,6-dimethyl-9-(N,N-diacetylamino)-6a,7,10,10a-tetrahydro-6H-dibenzo[b,d]pyran), C(C)(=O)OC(C)=O (acetic anhydride), N1=CC=CC=C1 (pyridine). Solvent: O (water), C(C)OCC (diethylether). Yields the product C(C)(=O)OC1=CC(=CC=2OC([C@H]3[C@H](C21)CC(=CC3)N(C(C)=O)C(C)=O)(C)C)C(CCCCCC)(C)C (trans-1-acetoxy-3-(1,1-dimethylheptyl)-6,6-dimethyl-9-(N,N-diacetylamino)-6a,7,10,10a-tetrahydro-6H-dibenzo[b,d]pyran). Reaction SMILES: OC1C2[C@@H]3CC(=NO)CC[C@H]3C(C)(C)OC=2C=C(C(C)(C)CCCCCC)C=1.C(OC(=O)C)(=O)C.N1C=CC=CC=1.[C:42]([O:45][C:46]1[C:55]2[CH:54]3[CH2:56][C:57]([N:60]([C:64](=[O:66])[CH3:65])[C:61](=[O:63])[CH3:62])=[CH:58][CH2:59][CH:53]3[C:52]([CH3:68])([CH3:67])[O:51][C:50]=2[CH:49]=[C:48]([C:69]([CH3:77])([CH3:76])[CH2:70][CH2:71][CH2:72][CH2:73][CH2:74][CH3:75])[CH:47]=1)(=[O:44])[CH3:43]>O.C(OCC)C>[C:42]([O:45][C:46]1[C:55]2[C@@H:54]3[CH2:56][C:57]([N:60]([C:64](=[O:66])[CH3:65])[C:61](=[O:63])[CH3:62])=[CH:58][CH2:59][C@H:53]3[C:52]([CH3:67])([CH3:68])[O:51][C:50]=2[CH:49]=[C:48]([C:69]([CH3:76])([CH3:77])[CH2:70][CH2:71][CH2:72][CH2:73][CH2:74][CH3:75])[CH:47]=1)(=[O:44])[CH3:43]. Procedure details: A solution of 2.59 g. of dl-trans-1-hydroxy-3-(1,1-dimethylheptyl)-6,6-dimethyl-9-hydroxyimino-6a,7,8,9,10,10a-hexahydro-6H-dibenzo[b,d]pyran in 25 ml. of acetic anhydride and 75 ml. of pyridine was stirred under a nitrogen gas atmosphere and heated to reflux for twenty-four hours. After cooling the reaction mixture to room temperature, the solvent was removed therefrom by evaporation under reduced pressure to provide an oily residue. The residue was dissolved in 50 ml. of diethylether and 50 ml... Reactants: COC(=O)c1ccc(Cl)cc1, CCOCC, NCCN1CCOCC1. Yields the product O=C(NCCN1CCOCC1)c1ccc(Cl)cc1. RXN SMILES: [CH3:1][O:2][C:3]([c:4]1[cH:5][cH:6][c:7]([Cl:10])[cH:8][cH:9]1)=[O:11].[CH3:21][CH2:22][O:23][CH2:24][CH3:25].[NH2:12][CH2:13][CH2:14][N:15]1[CH2:16][CH2:17][O:18][CH2:19][CH2:20]1>>[C:3]([c:4]1[cH:5][cH:6][c:7]([Cl:10])[cH:8][cH:9]1)(=[O:11])[NH:12][CH2:13][CH2:14][N:15]1[CH2:16][CH2:17][O:18][CH2:19][CH2:20]1.